This data is from the Open Reaction Database (ORD), a public repository of structured organic reaction records. The task is: describe an organic reaction: reactants, conditions, products, and yield The reactants are CCOC(=O)C(CNC(=O)Cc1cccc(OC(C)CC)c1)c1ccc(OC)c(OC)c1, ClP(Cl)(Cl)(Cl)Cl, ClCCl. The product is CCOC(=O)C1CN=C(Cc2cccc(OC(C)CC)c2)c2cc(OC)c(OC)cc21. RXN SMILES: [CH2:1]([CH3:2])[O:3][C:4]([CH:5]([CH2:6][NH:7][C:8]([CH2:9][c:10]1[cH:11][c:12]([O:16][CH:17]([CH3:18])[CH2:19][CH3:20])[cH:13][cH:14][cH:15]1)=[O:21])[c:22]1[cH:23][c:24]([O:30][CH3:31])[c:25]([O:28][CH3:29])[cH:26][cH:27]1)=[O:32].[Cl:33][P:34]([Cl:35])([Cl:36])([Cl:37])[Cl:38].[Cl:39][CH2:40][Cl:41]>>[CH2:1]([CH3:2])[O:3][C:4]([CH:5]1[CH2:6][N:7]=[C:8]([CH2:9][c:10]2[cH:11][c:12]([O:16][CH:17]([CH3:18])[CH2:19][CH3:20])[cH:13][cH:14][cH:15]2)[c:27]2[c:22]1[cH:23][c:24]([O:30][CH3:31])[c:25]([O:28][CH3:29])[cH:26]2)=[O:32]. Starting materials: Isopropyl magnesium chloride LiCl, BrC=1C=CC(=NC1)C(F)(F)F (5-bromo-2-(trifluoromethyl)pyridine), ClC1=C(C(=NC2=CC=C(C=C12)C(=O)C1=CN=CN1C)OC)CC1=CC=C(C=C1)S(=O)(=O)C ((4-chloro-2-methoxy-3-(4-(methylsulfonyl)benzyl)quinolin-6-yl)(1-methyl-1H-imidazol-5-yl)methanone), ClC1=C(C(=NC2=CC=C(C=C12)C(=O)C1=CN=CN1C)OC)CC1=CC=C(C=C1)S(=O)(=O)C ((4-chloro-2-methoxy-3-(4-(methylsulfonyl)benzyl)quinolin-6-yl)(1-methyl-1H-imidazol-5-yl)methanone). The solvent is C1CCOC1 (THF), C1CCOC1 (THF). Conditions: temperature 0 celsius, time 5 minute. The product is ClC1=C(C(=NC2=CC=C(C=C12)C(O)(C=1C=NC(=CC1)C(F)(F)F)C1=CN=CN1C)OC)CC1=CC=C(C=C1)S(=O)(=O)C ((4-Chloro-2-methoxy-3-(4-(methylsulfonyl)benzyl)quinolin-6-yl)(1-methyl-1H-imidazol-5-yl)(6-(trifluoromethyl)pyridin-3-yl)methanol). RXN SMILES: Br[C:2]1[CH:3]=[CH:4][C:5]([C:8]([F:11])([F:10])[F:9])=[N:6][CH:7]=1.[Cl:12][C:13]1[C:22]2[C:17](=[CH:18][CH:19]=[C:20]([C:23]([C:25]3[N:29]([CH3:30])[CH:28]=[N:27][CH:26]=3)=[O:24])[CH:21]=2)[N:16]=[C:15]([O:31][CH3:32])[C:14]=1[CH2:33][C:34]1[CH:39]=[CH:38][C:37]([S:40]([CH3:43])(=[O:42])=[O:41])=[CH:36][CH:35]=1>C1COCC1>[Cl:12][C:13]1[C:22]2[C:17](=[CH:18][CH:19]=[C:20]([C:23]([C:25]3[N:29]([CH3:30])[CH:28]=[N:27][CH:26]=3)([C:2]3[CH:7]=[N:6][C:5]([C:8]([F:11])([F:10])[F:9])=[CH:4][CH:3]=3)[OH:24])[CH:21]=2)[N:16]=[C:15]([O:31][CH3:32])[C:14]=1[CH2:33][C:34]1[CH:35]=[CH:36][C:37]([S:40]([CH3:43])(=[O:41])=[O:42])=[CH:38][CH:39]=1. Procedure details: Isopropyl magnesium chloride LiCl complex (1.3 M in THF, 0.7 mL, 0.904 mmol) was added dropwise to a solution of 5-bromo-2-(trifluoromethyl)pyridine (0.2 g, 0.904 mmol) in dry THF 5 mL) at 0° C. The mixture was stirred at 0° C. for five minutes then at room temperature for 30 minutes. A suspension of (4-chloro-2-methoxy-3-(4-(methylsulfonyl)benzyl)quinolin-6-yl)(1-methyl-1H-imidazol-5-yl)methanone (0.085 g, 0.181 mmol, Intermediate 38: step b) in THF (5 mL) was added rapidly at 0° C. and the rea... Starting materials: C(C)(=O)O[C@H]1[C@H](OC2=CC=C(C=C2)[N+](=O)[O-])O[C@@H]([C@H]([C@@H]1OC(C)=O)O[C@@H]1[C@H](OC(C)=O)[C@@H](OC(C)=O)[C@H](OC(C)=O)[C@H](O1)COC(C)=O)COC(C)=O (4-nitrophenyl 2,3,6-tri-O-acetyl-4-O-(2,3,4,6-tetra-O-acetyl-α-D-glucopyranosyl)-β-D-glucopyranoside). The reagents and catalysts are [Pd] (palladium-on-charcoal). Run in C(C)(=O)O (acetic acid). Conditions: time 17 hour. Yields the product C(C)(=O)O[C@H]1[C@H](OC2=CC=C(C=C2)N)O[C@@H]([C@H]([C@@H]1OC(C)=O)O[C@@H]1[C@H](OC(C)=O)[C@@H](OC(C)=O)[C@H](OC(C)=O)[C@H](O1)COC(C)=O)COC(C)=O (4-Aminophenyl 2,3,6-tri-O-acetyl-4-O-(2,3,4,6-tetra-O-acetyl-α-D-glucopyranosyl)-β-D-glucopyranoside). RXN SMILES: [C:1]([O:4][C@@H:5]1[C@@H:20]([O:21][C:22](=[O:24])[CH3:23])[C@H:19]([O:25][C@H:26]2[O:43][C@H:42]([CH2:44][O:45][C:46](=[O:48])[CH3:47])[C@@H:37]([O:38][C:39](=[O:41])[CH3:40])[C@H:32]([O:33][C:34](=[O:36])[CH3:35])[C@H:27]2[O:28][C:29](=[O:31])[CH3:30])[C@@H:18]([CH2:49][O:50][C:51](=[O:53])[CH3:52])[O:17][C@H:6]1[O:7][C:8]1[CH:13]=[CH:12][C:11]([N+:14]([O-])=O)=[CH:10][CH:9]=1)(=[O:3])[CH3:2]>C(O)(=O)C.[Pd]>[C:1]([O:4][C@@H:5]1[C@@H:20]([O:21][C:22](=[O:24])[CH3:23])[C@H:19]([O:25][C@H:26]2[O:43][C@H:42]([CH2:44][O:45][C:46](=[O:48])[CH3:47])[C@@H:37]([O:38][C:39](=[O:41])[CH3:40])[C@H:32]([O:33][C:34](=[O:36])[CH3:35])[C@H:27]2[O:28][C:29](=[O:31])[CH3:30])[C@@H:18]([CH2:49][O:50][C:51](=[O:53])[CH3:52])[O:17][C@H:6]1[O:7][C:8]1[CH:13]=[CH:12][C:11]([NH2:14])=[CH:10][CH:9]=1)(=[O:3])[CH3:2]. Reported procedure: To 27.4 g of 4-nitrophenyl 2,3,6-tri-O-acetyl-4-O-(2,3,4,6-tetra-O-acetyl-α-D-glucopyranosyl)-β-D-glucopyranoside suspended in 150 ml of acetic acid was added 2.7 g of 10% palladium-on-charcoal catalyst in a Parr hydrogenation bottle, and this was hydrogenated on a Parr hydrogenator for 17 hours. The catalyst was filtered from the solution through diatomaceous earth and washed thoroughly with methanol. The solvents were evaporated in vacuo. The residue was dissolved in one liter of toluene and a... Reactants: [Na] (Sodium), CCN(C(C)C)C(C)C (DIPEA), OC(=O)C(F)(F)F.ClC=1C=CC(=C(C1)C(=O)C1CCN(CC1)C1=C(N=C2C(=N1)CNCC2)NC(C)C)F ((5-chloro-2-fluorophenyl)(1-(2-(isopropylamino)-5,6,7,8-tetrahydropyrido[3,4-b]pyrazin-3-yl)piperidin-4-yl)methanone TFA salt), C=O (formaldehyde). Solvent: CO (MeOH). Conditions: time 30 minute. Yields the product ClC=1C=CC(=C(C1)C(=O)C1CCN(CC1)C1=C(N=C2C(=N1)CN(CC2)C)NC(C)C)F ((5-chloro-2-fluorophenyl)(1-(2-(isopropylamino)-6-methyl-5,6,7,8-tetrahydropyrido[3,4-b]pyrazin-3-yl)piperidin-4-yl)methanone), C(=O)(C(F)(F)F)O (TFA). Isolated yield 120.6%. As a reaction SMILES: [Na].[CH3:2]CN(C(C)C)C(C)C.[OH:11][C:12]([C:14]([F:17])([F:16])[F:15])=[O:13].[Cl:18][C:19]1[CH:20]=[CH:21][C:22]([F:47])=[C:23]([C:25]([CH:27]2[CH2:32][CH2:31][N:30]([C:33]3[N:38]=[C:37]4[CH2:39][NH:40][CH2:41][CH2:42][C:36]4=[N:35][C:34]=3[NH:43][CH:44]([CH3:46])[CH3:45])[CH2:29][CH2:28]2)=[O:26])[CH:24]=1.C=O>CO>[Cl:18][C:19]1[CH:20]=[CH:21][C:22]([F:47])=[C:23]([C:25]([CH:27]2[CH2:32][CH2:31][N:30]([C:33]3[N:38]=[C:37]4[CH2:39][N:40]([CH3:2])[CH2:41][CH2:42][C:36]4=[N:35][C:34]=3[NH:43][CH:44]([CH3:45])[CH3:46])[CH2:29][CH2:28]2)=[O:26])[CH:24]=1.[C:12]([OH:13])([C:14]([F:17])([F:16])[F:15])=[O:11] |f:2.3,^1:0|. Reported procedure: Sodium triacetoxyhydroborate (6.9 mg, 0.033 mmol) was added to a solution of DIPEA (6 μL, 0.033 mmol), (5-chloro-2-fluorophenyl)(1-(2-(isopropylamino)-5,6,7,8-tetrahydropyrido[3,4-b]pyrazin-3-yl)piperidin-4-yl)methanone TFA salt (8.9 mg, 0.016 mmol) and formaldehyde (1.5 μL, 0.016 mmol) in MeOH (160 μL) at rt. After 30 min, the mixture was purified by HPLC Method A to give the title compound as a TFA salt (2.2 mg, 24.1%) as a yellow film. 1H NMR (400 MHz, methanol-d4) δ ppm 1.24 (d, J=6.6 Hz, 6H...